Task: describe an organic reaction: reactants, conditions, products, and yield. Dataset: the Open Reaction Database (ORD), a public repository of structured organic reaction records The reactants are CN(C)C=O, CCOC(C)=O, O=C(NCC1(O)CCCCCC1)c1cc(-c2c[nH]cn2)ccc1Cl, FCC1CO1. Yields the product O=C(NCC1(O)CCCCCC1)c1cc(-c2cn(CC(O)CF)cn2)ccc1Cl. As a reaction SMILES: [CH3:30][N:31]([CH3:32])[CH:33]=[O:34].[CH3:35][CH2:36][O:37][C:38](=[O:39])[CH3:40].[Cl:1][c:2]1[c:3]([C:4](=[O:5])[NH:6][CH2:7][C:8]2([OH:15])[CH2:9][CH2:10][CH2:11][CH2:12][CH2:13][CH2:14]2)[cH:16][c:17](-[c:20]2[n:21][cH:22][nH:23][cH:24]2)[cH:18][cH:19]1.[F:25][CH2:26][CH:27]1[O:28][CH2:29]1>>[Cl:1][c:2]1[c:3]([C:4](=[O:5])[NH:6][CH2:7][C:8]2([OH:15])[CH2:9][CH2:10][CH2:11][CH2:12][CH2:13][CH2:14]2)[cH:16][c:17](-[c:20]2[n:21][cH:22][n:23]([CH2:29][CH:27]([CH2:26][F:25])[OH:28])[cH:24]2)[cH:18][cH:19]1. Starting materials: C(C)(C)(C)OC(=O)N1C(=C(C=2C1=NC=C(C2)C2=CC(=C(C=C2)OC)N(S(=O)(=O)C)C(=O)OC(C)(C)C)C=2C(=NN(C2C)CC2=CC(=CC=C2)F)C)C2CC2 (tert-butyl5-(3-(N-(tert-butoxycarbonyl)methylsulfonamido)-4-methoxyphenyl)-2-cyclopropyl-3-(1-(3-fluorobenzyl)-3,5-dimethyl-1H-pyrazol-4-yl)-1H-pyrrolo[2,3-b]pyridine-1-carboxylate), CO.Cl (methanol HCl). The product is C1(CC1)C1=C(C=2C(=NC=C(C2)C=2C=CC(=C(C2)NS(=O)(=O)C)OC)N1)C=1C(=NN(C1C)CC1=CC(=CC=C1)F)C (N-(5-(2-cyclopropyl-3-(1-(3-fluorobenzyl)-3,5-dimethyl-1H-pyrazol-4-yl)-1H-pyrrolo[2,3-b]pyridin-5-yl)-2-methoxyphenyl)methanesulfonamide). Isolated yield 8.1%. As a reaction SMILES: C(OC([N:8]1[C:12]2=[N:13][CH:14]=[C:15]([C:17]3[CH:22]=[CH:21][C:20]([O:23][CH3:24])=[C:19]([N:25](C(OC(C)(C)C)=O)[S:26]([CH3:29])(=[O:28])=[O:27])[CH:18]=3)[CH:16]=[C:11]2[C:10]([C:37]2[C:38]([CH3:51])=[N:39][N:40]([CH2:43][C:44]3[CH:49]=[CH:48][CH:47]=[C:46]([F:50])[CH:45]=3)[C:41]=2[CH3:42])=[C:9]1[CH:52]1[CH2:54][CH2:53]1)=O)(C)(C)C.CO.Cl>>[CH:52]1([C:9]2[NH:8][C:12]3=[N:13][CH:14]=[C:15]([C:17]4[CH:22]=[CH:21][C:20]([O:23][CH3:24])=[C:19]([NH:25][S:26]([CH3:29])(=[O:28])=[O:27])[CH:18]=4)[CH:16]=[C:11]3[C:10]=2[C:37]2[C:38]([CH3:51])=[N:39][N:40]([CH2:43][C:44]3[CH:49]=[CH:48][CH:47]=[C:46]([F:50])[CH:45]=3)[C:41]=2[CH3:42])[CH2:54][CH2:53]1 |f:1.2|. Reported procedure: tert-butyl5-(3-(N-(tert-butoxycarbonyl)methylsulfonamido)-4-methoxyphenyl)-2-cyclopropyl-3-(1-(3-fluorobenzyl)-3,5-dimethyl-1H-pyrazol-4-yl)-1H-pyrrolo[2,3-b]pyridine-1-carboxylate (150 mg) was hydrolyzed with methanol/HCl (5 ml) at 0° C. and purified by prep HPLC to afford 9 mg (8.18% yield) of the pure required product. 1H NMR (CD3OD, 400 MHz): δ 8.32-8.31 (s, 1H), 7.65-7.64 (d, 1H), 7.54-7.7.53 (d, 1H), 7.42-7.37 (q, 1H), 7.06-6.94 (m, 3H), 6.88-6.86 (d, 1H), 5.39 (s, 2H), 3.85 (s, 3H), 3.82 ... The reactants are O=S(=O)(Cl)c1ccc(OC(F)(F)F)cc1, CCOC(=O)Cc1csc(N)n1. Product: CCOC(=O)Cc1csc(NS(=O)(=O)c2ccc(OC(F)(F)F)cc2)n1. RXN SMILES: [F:13][C:14]([O:15][c:16]1[cH:17][cH:18][c:19]([S:22](=[O:23])(=[O:24])[Cl:25])[cH:20][cH:21]1)([F:26])[F:27].[NH2:1][c:2]1[s:3][cH:4][c:5]([CH2:7][C:8](=[O:9])[O:10][CH2:11][CH3:12])[n:6]1>>[NH:1]([c:2]1[s:3][cH:4][c:5]([CH2:7][C:8](=[O:9])[O:10][CH2:11][CH3:12])[n:6]1)[S:22]([c:19]1[cH:18][cH:17][c:16]([O:15][C:14]([F:13])([F:26])[F:27])[cH:21][cH:20]1)(=[O:23])=[O:24]. Starting materials: CCOC(=O)c1c(CBr)n(C(C)=O)c(=O)n1C(C)=O, Br, CC(=O)O. Product: CCOC(=O)c1c(CBr)[nH]c(=O)n1C(C)=O. As a reaction SMILES: [Br:1][CH2:2][c:3]1[c:4]([C:15](=[O:16])[O:17][CH2:18][CH3:19])[n:5]([C:12]([CH3:13])=[O:14])[c:6](=[O:11])[n:7]1[C:8](=[O:9])[CH3:10].[BrH:20].[CH3:21][C:22](=[O:23])[OH:24]>>[Br:1][CH2:2][c:3]1[c:4]([C:15](=[O:16])[O:17][CH2:18][CH3:19])[n:5]([C:12]([CH3:13])=[O:14])[c:6](=[O:11])[nH:7]1.